From a dataset of the Open Reaction Database (ORD), a public repository of structured organic reaction records. describe an organic reaction: reactants, conditions, products, and yield The reactants are Cl.NC1C(N(CC1)CC=1C=C(C#N)C=CC1O)=O (3-[(3-amino-2-oxo-pyrrolidin-1-yl)-methyl]-4-hydroxy-benzonitrile hydrochloride), ClC1=CC(=CC=2SC(=CC21)S(=O)(=O)Cl)Cl (4,6-dichlorobenzo[b]thiophene-2-sulfonyl chloride). Solvent: N1=CC=CC=C1 (pyridine). Reaction conditions: time 6 hour. Product: OC1=C(CN2C(C(CC2)NS(=O)(=O)C2=CC3=C(S2)C=C(C=C3Cl)Cl)=O)C=C(C=C1)C#N (4,6-Dichlorobenzo[b]thiophene-2-sulfonic acid [1-(2-hydroxy-5-cyano-benzyl)-2-oxo-pyrrolidin-3-yl]-amide). Reaction SMILES: Cl.[NH2:2][CH:3]1[CH2:7][CH2:6][N:5]([CH2:8][C:9]2[CH:10]=[C:11]([CH:14]=[CH:15][C:16]=2[OH:17])[C:12]#[N:13])[C:4]1=[O:18].[Cl:19][C:20]1[C:28]2[CH:27]=[C:26]([S:29](Cl)(=[O:31])=[O:30])[S:25][C:24]=2[CH:23]=[C:22]([Cl:33])[CH:21]=1>N1C=CC=CC=1>[OH:17][C:16]1[CH:15]=[CH:14][C:11]([C:12]#[N:13])=[CH:10][C:9]=1[CH2:8][N:5]1[CH2:6][CH2:7][CH:3]([NH:2][S:29]([C:26]2[S:25][C:24]3[CH:23]=[C:22]([Cl:33])[CH:21]=[C:20]([Cl:19])[C:28]=3[CH:27]=2)(=[O:31])=[O:30])[C:4]1=[O:18] |f:0.1|. Reported procedure: To a solution of 3-[(3-amino-2-oxo-pyrrolidin-1-yl)-methyl]-4-hydroxy-benzonitrile hydrochloride (0.20 g, 0.75 mmol) in 3 mL of pyridine at 0° C. is added 4,6-dichlorobenzo[b]thiophene-2-sulfonyl chloride. The solution is allowed to warm to ambient temperatures and is stirred for 6 h. After this time, the solution is concentrated. The residue is dissolved in CH2 Cl2. The organic solution is washed with 1N HCl and saturated NaCl. The crude product is triturated with Et2O to give the title compoun... The reactants are CC#CCn1c(=O)n(CCC#N)c2ncnc(N3CCN(C(=O)OC(C)(C)C)CC3)c21, CCO, Cl, [H-], [Na+], O. The product is CC#CCn1c(=O)[nH]c2ncnc(N3CCN(C(=O)OC(C)(C)C)CC3)c21. RXN SMILES: [C:1]([CH3:2])([CH3:3])([CH3:4])[O:5][C:6](=[O:7])[N:8]1[CH2:9][CH2:10][N:11]([c:14]2[c:15]3[n:16]([CH2:28][C:29]#[C:30][CH3:31])[c:17](=[O:27])[n:18]([CH2:23][CH2:24][C:25]#[N:26])[c:19]3[n:20][cH:21][n:22]2)[CH2:12][CH2:13]1.[CH3:36][CH2:37][OH:38].[ClH:35].[H-:32].[Na+:33].[OH2:34]>>[C:1]([CH3:2])([CH3:3])([CH3:4])[O:5][C:6](=[O:7])[N:8]1[CH2:9][CH2:10][N:11]([c:14]2[c:15]3[n:16]([CH2:28][C:29]#[C:30][CH3:31])[c:17](=[O:27])[nH:18][c:19]3[n:20][cH:21][n:22]2)[CH2:12][CH2:13]1. Starting materials: N1=C(C=CC=C1)C(=O)C1=NC=CC=C1 (pyridyl ketone), [Br-].C(=O)(O)CCCCC[P+](C1=CC=CC=C1)(C1=CC=CC=C1)C1=CC=CC=C1 ((5-carboxypentyl)-triphenylphosphonium bromide), CC(C)(C)[O-].[K+] (t-BuOK). Run in C1CCOC1 (THF), C1CCOC1 (THF). Conditions: temperature 0 celsius, time 1.5 hour. The product is C(\C=C/CCCC)(=O)O ((Z)-heptenoic acid), ( E )-isomer. The yield is 59.1%. RXN SMILES: N1C=CC=C[C:2]=1C(C1C=CC=CN=1)=O.[Br-].[C:16]([CH2:19][CH2:20][CH2:21][CH2:22][CH2:23][P+](C1C=CC=CC=1)(C1C=CC=CC=1)C1C=CC=CC=1)([OH:18])=[O:17].CC([O-])(C)C.[K+]>C1COCC1>[C:16]([OH:18])(=[O:17])/[CH:19]=[CH:20]\[CH2:21][CH2:22][CH2:23][CH3:2] |f:1.2,3.4|. Reported procedure: To a cooled (0° C.) solution of 293.6 mg (0.74 mmol) of the pyridyl ketone and 670.4 mg (1.48 mmol) of (5-carboxypentyl)-triphenylphosphonium bromide in 2.5 mL of THF was added dropwise 2.95 mL (2.95 mmol) of 1.0 M t-BuOK in THF over 10 min period. The dark brown solution was stirred at 0° C. for 1.5 h, and then the reaction was quenched with 20 mL of saturated aqueous NH4Cl . The mixture was extracted with 3×50 mL of CH2Cl2. The combined extract was dried over MgSO4, concentrated and purified b...